Dataset: the Open Reaction Database (ORD), a public repository of structured organic reaction records. Task: describe an organic reaction: reactants, conditions, products, and yield The reactants are FC1=CC=C(C=C1)C(CCN1CCC(CC1)C=1C=C(C=CC1)NC(C(C)C)=O)O (N-(3-{1-[3-(4-fluorophenyl)-3-hydroxypropyl]-4-piperidinyl}phenyl)-2-methylpropanamide), C1(=CC=CC=C1)O (phenol). The product is FC1=CC=C(C=C1)C(CCN1CCC(CC1)C=1C=C(C=CC1)NC(C(C)C)=O)OC1=CC=CC=C1 (N-(3-{1-[3-(4-FLUOROPHENYL)-3-PHENOXYPROPYL]-4-PIPERIDINYL}PHENYL)-2-METHYLPROPANAMIDE). RXN SMILES: [F:1][C:2]1[CH:7]=[CH:6][C:5]([CH:8]([OH:29])[CH2:9][CH2:10][N:11]2[CH2:16][CH2:15][CH:14]([C:17]3[CH:18]=[C:19]([NH:23][C:24](=[O:28])[CH:25]([CH3:27])[CH3:26])[CH:20]=[CH:21][CH:22]=3)[CH2:13][CH2:12]2)=[CH:4][CH:3]=1.[C:30]1(O)[CH:35]=[CH:34][CH:33]=[CH:32][CH:31]=1>>[F:1][C:2]1[CH:3]=[CH:4][C:5]([CH:8]([O:29][C:30]2[CH:35]=[CH:34][CH:33]=[CH:32][CH:31]=2)[CH2:9][CH2:10][N:11]2[CH2:16][CH2:15][CH:14]([C:17]3[CH:18]=[C:19]([NH:23][C:24](=[O:28])[CH:25]([CH3:26])[CH3:27])[CH:20]=[CH:21][CH:22]=3)[CH2:13][CH2:12]2)=[CH:6][CH:7]=1. Reported procedure: Prepared by Procedure A and Scheme AN using N-(3-{1-[3-(4-fluorophenyl)-3-hydroxypropyl]-4-piperidinyl}phenyl)-2-methylpropanamide and phenol: ESMS m/e: 475.6 (M+H)+. Reactants: Cl (hydrochloric acid), C(C)(C)OC1=CC=C(C=C1)C=C(C)[N+](=O)[O-] (1-(4-isopropoxyphenyl)-2-nitroprop1-ene), O1CCCC1 (tetrahydrofuran). The reagents and catalysts are [Fe] (iron). Yields the product C(C)(C)OC1=CC=C(C=C1)CC(C)=O (1-(4-Isopropoxyphenyl)propan-2-one). RXN SMILES: Cl.[CH:2]([O:5][C:6]1[CH:11]=[CH:10][C:9]([CH:12]=[C:13]([N+]([O-])=O)[CH3:14])=[CH:8][CH:7]=1)([CH3:4])[CH3:3].[O:18]1CCCC1>[Fe]>[CH:2]([O:5][C:6]1[CH:11]=[CH:10][C:9]([CH2:12][C:13](=[O:18])[CH3:14])=[CH:8][CH:7]=1)([CH3:4])[CH3:3]. Reported procedure: Concentrated hydrochloric acid (90 ml) was added dropwise, over 45 minutes, to a stirred mixture of iron powder (17.5 g) and 1-(4-isopropoxyphenyl)-2-nitroprop1-ene (16.0 g) in tetrahydrofuran (50 ml) at reflux. The mixture was heated under reflux for a further hour, cooled, filtered through diatomaecous earth and the tetrahydrofuran removed under reduced pressure. The residue was diluted with water, extracted with diethyl ether, washed with brine, dried (magnesium sulphate), filtered and evapor... The reactants are CCOCC, CC(C)Br, [Mg], Nc1n[nH]c2cccc(Cl)c12, O, O=C=O, O, O=S(=O)(O)O. Yields the product Nc1n[nH]c2cccc(O)c12. As a reaction SMILES: [CH3:27][CH2:28][O:29][CH2:30][CH3:31].[CH:13]([Br:14])([CH3:15])[CH3:16].[Mg:1].[NH2:2][c:3]1[n:4][nH:5][c:6]2[cH:7][cH:8][cH:9][c:10]([Cl:12])[c:11]12.[O:17].[O:18]=[C:19]=[O:20].[OH2:26].[S:21](=[O:22])(=[O:23])([OH:24])[OH:25]>>[NH2:2][c:3]1[n:4][nH:5][c:6]2[cH:7][cH:8][cH:9][c:10]([OH:18])[c:11]12. Starting materials: C#CCO, ClC(Cl)Cl, CCN(C(C)C)C(C)C, [Cu]I, N#Cc1ccc(I)cc1, C1CCOC1, O=C(C=Cc1ccccc1)C=Cc1ccccc1, O=C(C=Cc1ccccc1)C=Cc1ccccc1, O=C(C=Cc1ccccc1)C=Cc1ccccc1, [Pd], [Pd], c1ccc(P(c2ccccc2)c2ccccc2)cc1. Yields the product N#Cc1ccc(C#CCO)cc1. RXN SMILES: [CH2:29]([C:30]#[CH:31])[OH:32].[CH:100]([Cl:101])([Cl:102])[Cl:103].[CH:33]([N:34]([CH:35]([CH3:36])[CH3:37])[CH2:38][CH3:39])([CH3:40])[CH3:41].[Cu:42][I:43].[I:1][c:2]1[cH:3][cH:4][c:5]([C:6]#[N:7])[cH:8][cH:9]1.[O:104]1[CH2:105][CH2:106][CH2:107][CH2:108]1.[O:46]=[C:47]([CH:48]=[CH:49][c:50]1[cH:51][cH:52][cH:53][cH:54][cH:55]1)[CH:56]=[CH:57][c:58]1[cH:59][cH:60][cH:61][cH:62][cH:63]1.[O:64]=[C:65]([CH:66]=[CH:67][c:68]1[cH:69][cH:70][cH:71][cH:72][cH:73]1)[CH:74]=[CH:75][c:76]1[cH:77][cH:78][cH:79][cH:80][cH:81]1.[O:82]=[C:83]([CH:84]=[CH:85][c:86]1[cH:87][cH:88][cH:89][cH:90][cH:91]1)[CH:92]=[CH:93][c:94]1[cH:95][cH:96][cH:97][cH:98][cH:99]1.[Pd:44].[Pd:45].[c:10]1([P:11]([c:12]2[cH:13][cH:14][cH:15][cH:16][cH:17]2)[c:18]2[cH:19][cH:20][cH:21][cH:22][cH:23]2)[cH:24][cH:25][cH:26][cH:27][cH:28]1>>[c:2]1([C:31]#[C:30][CH2:29][OH:32])[cH:3][cH:4][c:5]([C:6]#[N:7])[cH:8][cH:9]1. Reactants: CC(C)Br, CC1CCCN1CCCOc1cnc2c(c1)cc(C(=O)N1CCC(F)(F)CC1)n2S(C)(=O)=O, [H-], [Na+]. The product is CC1CCCN1CCCOc1cnc2c(c1)cc(C(=O)N1CCC(F)(F)CC1)n2C(C)C. RXN SMILES: [Br:36][CH:37]([CH3:38])[CH3:39].[F:1][C:2]1([F:33])[CH2:3][CH2:4][N:5]([C:8](=[O:9])[c:10]2[cH:11][c:12]3[c:13]([n:14][cH:15][c:16]([O:18][CH2:19][CH2:20][CH2:21][N:22]4[CH:23]([CH3:27])[CH2:24][CH2:25][CH2:26]4)[cH:17]3)[n:28]2[S:29]([CH3:30])(=[O:31])=[O:32])[CH2:6][CH2:7]1.[H-:34].[Na+:35]>>[F:1][C:2]1([F:33])[CH2:3][CH2:4][N:5]([C:8](=[O:9])[c:10]2[cH:11][c:12]3[c:13]([n:14][cH:15][c:16]([O:18][CH2:19][CH2:20][CH2:21][N:22]4[CH:23]([CH3:27])[CH2:24][CH2:25][CH2:26]4)[cH:17]3)[n:28]2[CH:37]([CH3:38])[CH3:39])[CH2:6][CH2:7]1. Reaction conditions: temperature 50 celsius, time 1.5 hour. Product: NC=1C(=CC(=C(C1)N1C=C(C(C2=CC(=C(C(=C12)Cl)NC(CO)C)F)=O)C(=O)O)F)F (1-(5-Amino-2,4-difluorophenyl)-8-chloro-6-fluoro-7-(2-hydroxy-1-methylethylamino)-4-oxo-1,4-dihydroquinoline-3-carboxylic Acid). Reported procedure: 1-(5-Amino-2,4-difluorophenyl)-8-chloro-6,7-difluoro-4-oxo-1,4-dihydroquinoline-3-carboxylic acid (200 mg) and 2-amino-1-propanol (200 mg) were added to pyridine (700 mg), and the mixture was stirred at 50° C. for 1.5 hours. Concentrated hydrochloric acid (200 mg) was added to the reaction mixture, and the resultant mixture was concentrated under reduced pressure. Ethanol (3 ml) was added to the residue, and deposits were collected by filtration and washed with ethanol and disopropyl ether in th... The yield is 73.1%. Run in N1=CC=CC=C1 (pyridine). As a reaction SMILES: [NH2:1][C:2]1[C:3]([F:26])=[CH:4][C:5]([F:25])=[C:6]([N:8]2[C:17]3[C:12](=[CH:13][C:14]([F:20])=[C:15](F)[C:16]=3[Cl:18])[C:11](=[O:21])[C:10]([C:22]([OH:24])=[O:23])=[CH:9]2)[CH:7]=1.[NH2:27][CH:28]([CH3:31])[CH2:29][OH:30].Cl>N1C=CC=CC=1>[NH2:1][C:2]1[C:3]([F:26])=[CH:4][C:5]([F:25])=[C:6]([N:8]2[C:17]3[C:12](=[CH:13][C:14]([F:20])=[C:15]([NH:27][CH:28]([CH3:31])[CH2:29][OH:30])[C:16]=3[Cl:18])[C:11](=[O:21])[C:10]([C:22]([OH:24])=[O:23])=[CH:9]2)[CH:7]=1. The reactants are NC=1C(=CC(=C(C1)N1C=C(C(C2=CC(=C(C(=C12)Cl)F)F)=O)C(=O)O)F)F (1-(5-Amino-2,4-difluorophenyl)-8-chloro-6,7-difluoro-4-oxo-1,4-dihydroquinoline-3-carboxylic acid), NC(CO)C (2-amino-1-propanol), Cl (hydrochloric acid).